The task is: describe an organic reaction: reactants, conditions, products, and yield. This data is from the Open Reaction Database (ORD), a public repository of structured organic reaction records. The reactants are C(C)(=O)S[C@H](C(=O)NC1C(N(C2=C(C=C1)C=CC(=C2)C2=CC=CC=C2)CC(=O)OCC)=O)CC2=CC=CC=C2 (3-[(S)-2-acetylthio-3-phenylpropionylamino]-1-ethoxycarbonylmethyl-8-phenyl-1H-[1]benzazepin-2-one), Cl (hydrochloric acid), C(C)O (ethanol), aqueous solution, [OH-].[Na+] (sodium hydroxide). The solvent is O (water). Yields the product C(=O)(O)CN1C(C(C=CC2=C1C=C(C=C2)C2=CC=CC=C2)NC([C@H](CC2=CC=CC=C2)S)=O)=O (1-Carboxymethyl-3-[(S)-2-mercapto-3-phenylpropionylamino]-8-phenyl-1H-[1]benzazepin-2-one). The yield is 86.0%. As a reaction SMILES: C([S:4][C@@H:5]([CH2:33][C:34]1[CH:39]=[CH:38][CH:37]=[CH:36][CH:35]=1)[C:6]([NH:8][CH:9]1[CH:15]=[CH:14][C:13]2[CH:16]=[CH:17][C:18]([C:20]3[CH:25]=[CH:24][CH:23]=[CH:22][CH:21]=3)=[CH:19][C:12]=2[N:11]([CH2:26][C:27]([O:29]CC)=[O:28])[C:10]1=[O:32])=[O:7])(=O)C.C(O)C.[OH-].[Na+].Cl>O>[C:27]([CH2:26][N:11]1[C:12]2[CH:19]=[C:18]([C:20]3[CH:25]=[CH:24][CH:23]=[CH:22][CH:21]=3)[CH:17]=[CH:16][C:13]=2[CH:14]=[CH:15][CH:9]([NH:8][C:6](=[O:7])[C@@H:5]([SH:4])[CH2:33][C:34]2[CH:35]=[CH:36][CH:37]=[CH:38][CH:39]=2)[C:10]1=[O:32])([OH:29])=[O:28] |f:2.3|. Procedure details: To a mixture of 358 mg (0.657 mmol) of 3-[(S)-2-acetylthio-3-phenylpropionylamino]-1-ethoxycarbonylmethyl-8-phenyl-1H-[1]benzazepin-2-one obtained in the Example A-2 with 10 ml of degassed ethanol was added 3.3 ml of a degassed 1N aqueous solution of sodium hydroxide at 0° C. under a nitrogen atmosphere under stirring. The mixture thus obtained was stirred at room temperature for 2 hours and half. The reaction mixture was cooled and acidified with 1N hydrochloric acid and water was further added... Reactants: Cc1ccc(-n2nc(C(C)(C)C)cc2NC(=O)Nc2ccc(OC(C)Cc3ccnc(NC(=O)OC(C)(C)C)c3)c3ccccc23)cc1, ClCCl, O=C(O)C(F)(F)F. The product is Cc1ccc(-n2nc(C(C)(C)C)cc2NC(=O)Nc2ccc(OC(C)Cc3ccnc(N)c3)c3ccccc23)cc1. As a reaction SMILES: [C:1]([CH3:2])([CH3:3])([CH3:4])[c:5]1[n:6][n:7](-[c:42]2[cH:43][cH:44][c:45]([CH3:48])[cH:46][cH:47]2)[c:8]([NH:10][C:11]([NH:12][c:13]2[cH:14][cH:15][c:16]([O:23][CH:24]([CH2:25][c:26]3[cH:27][c:28]([NH:32][C:33](=[O:34])[O:35][C:36]([CH3:37])([CH3:38])[CH3:39])[n:29][cH:30][cH:31]3)[CH3:40])[c:17]3[cH:18][cH:19][cH:20][cH:21][c:22]23)=[O:41])[cH:9]1.[Cl:56][CH2:57][Cl:58].[F:49][C:50]([F:51])([F:52])[C:53]([OH:54])=[O:55]>>[C:1]([CH3:2])([CH3:3])([CH3:4])[c:5]1[n:6][n:7](-[c:42]2[cH:43][cH:44][c:45]([CH3:48])[cH:46][cH:47]2)[c:8]([NH:10][C:11]([NH:12][c:13]2[cH:14][cH:15][c:16]([O:23][CH:24]([CH2:25][c:26]3[cH:27][c:28]([NH2:32])[n:29][cH:30][cH:31]3)[CH3:40])[c:17]3[cH:18][cH:19][cH:20][cH:21][c:22]23)=[O:41])[cH:9]1. Reactants: CN(C)C=O, ClC(Cn1ccnc1)c1cccs1, [H-], [Na+], COC(=O)c1ccc(S)cc1. The product is COC(=O)c1ccc(SC(Cn2ccnc2)c2cccs2)cc1. As a reaction SMILES: [CH3:27][N:28]([CH3:29])[CH:30]=[O:31].[Cl:14][CH:15]([CH2:16][n:17]1[cH:18][n:19][cH:20][cH:21]1)[c:22]1[s:23][cH:24][cH:25][cH:26]1.[H-:12].[Na+:13].[SH:1][c:2]1[cH:3][cH:4][c:5]([C:6](=[O:7])[O:8][CH3:9])[cH:10][cH:11]1>>[S:1]([c:2]1[cH:3][cH:4][c:5]([C:6](=[O:7])[O:8][CH3:9])[cH:10][cH:11]1)[CH:15]([CH2:16][n:17]1[cH:18][n:19][cH:20][cH:21]1)[c:22]1[s:23][cH:24][cH:25][cH:26]1. Starting materials: 90, ClC1=C(C=NC=C1)[N+](=O)[O-] (4-chloro-3-nitropyridine), FC1=CC=C(C=C1)CN (4-fluorobenzenemethanamine), C([O-])([O-])=O.[Na+].[Na+] (sodium carbonate). The solvent is O (Water). Reaction conditions: temperature 50 celsius, time 1 hour. Yields the product 106, FC1=CC=C(C=C1)CNC1=C(C=NC=C1)[N+](=O)[O-] (N-[(4-fluorophenyl)methyl]-3-nitro-4-pyridinamine). The yield is 75.0%. Reaction SMILES: Cl[C:2]1[CH:7]=[CH:6][N:5]=[CH:4][C:3]=1[N+:8]([O-:10])=[O:9].[F:11][C:12]1[CH:17]=[CH:16][C:15]([CH2:18][NH2:19])=[CH:14][CH:13]=1.C(=O)([O-])[O-].[Na+].[Na+]>O>[F:11][C:12]1[CH:17]=[CH:16][C:15]([CH2:18][NH:19][C:2]2[CH:7]=[CH:6][N:5]=[CH:4][C:3]=2[N+:8]([O-:10])=[O:9])=[CH:14][CH:13]=1 |f:2.3.4|. Reported procedure: A mixture of 90 parts of 4-chloro-3-nitropyridine, 71 parts of 4-fluorobenzenemethanamine, 63 parts of sodium carbonate and 900 parts of N,N-diamethylacetamide was stirred for 1 hour at 50° C. Water was added and the product was extracted with 4-methyl-2-pentanone. The extract was dried, filtered and evaporated. The residue was crystallized from acetonitrile. The product was filtered off and dried, yielding 106 parts (75%) of N-[(4-fluorophenyl)methyl]-3-nitro-4-pyridinamine; mp. 136.8° C. (inte... Reactants: CC(C)(C)OC(=O)N1CCC(C)(n2nnc3cnc4[nH]ccc4c32)CC1, ClCCl, O=C(O)C(F)(F)F. The product is CC1(n2nnc3cnc4[nH]ccc4c32)CCNCC1. Reaction SMILES: [C:1]([O:2][C:3](=[O:4])[N:8]1[CH2:9][CH2:10][C:11]([n:14]2[n:15][n:16][c:17]3[cH:18][n:19][c:20]4[nH:21][cH:22][cH:23][c:24]4[c:25]23)([CH3:26])[CH2:12][CH2:13]1)([CH3:5])([CH3:6])[CH3:7].[Cl:27][CH2:28][Cl:29].[F:30][C:31]([F:32])([F:33])[C:34]([OH:35])=[O:36]>>[NH:8]1[CH2:9][CH2:10][C:11]([n:14]2[n:15][n:16][c:17]3[cH:18][n:19][c:20]4[nH:21][cH:22][cH:23][c:24]4[c:25]23)([CH3:26])[CH2:12][CH2:13]1. Reactants: [BH3-]C#N, CCOC(=O)C1C2CCC(C2)C1N, CC(=O)O, CO, O=Cc1ccc(F)c(Cl)c1, [Na+]. Product: CCOC(=O)C1C2CCC(C2)C1NCc1ccc(F)c(Cl)c1. RXN SMILES: [C:28]([BH3-:29])#[N:30].[CH2:15]([CH3:16])[O:17][C:18](=[O:19])[CH:20]1[CH:21]2[CH2:22][CH2:23][CH:24]([CH:25]1[NH2:26])[CH2:27]2.[CH3:11][C:12](=[O:13])[OH:14].[CH3:32][OH:33].[Cl:1][c:2]1[cH:3][c:4]([CH:5]=[O:6])[cH:7][cH:8][c:9]1[F:10].[Na+:31]>>[Cl:1][c:2]1[cH:3][c:4]([CH2:5][NH:26][CH:25]2[CH:20]([C:18]([O:17][CH2:15][CH3:16])=[O:19])[CH:21]3[CH2:22][CH2:23][CH:24]2[CH2:27]3)[cH:7][cH:8][c:9]1[F:10]. Starting materials: CC=1C=C(C=CC1C)SCCCCOC=1C=CC2=C(COC(N2)=O)C1 (6-[4-(3,4-dimethyl-phenylmercapto)-butoxy]-4H-3,1-benzoxazin-2-one), OO (hydrogen peroxide). The product is CC=1C=C(C=CC1C)S(=O)CCCCOC=1C=CC2=C(COC(N2)=O)C1 (6-[4-(3,4-Dimethyl-phenylsulfinyl)-butoxy]-4H-3,1-benzoxazin-2-one). As a reaction SMILES: [CH3:1][C:2]1[CH:3]=[C:4]([S:9][CH2:10][CH2:11][CH2:12][CH2:13][O:14][C:15]2[CH:16]=[CH:17][C:18]3[NH:23][C:22](=[O:24])[O:21][CH2:20][C:19]=3[CH:25]=2)[CH:5]=[CH:6][C:7]=1[CH3:8].[OH:26]O>>[CH3:1][C:2]1[CH:3]=[C:4]([S:9]([CH2:10][CH2:11][CH2:12][CH2:13][O:14][C:15]2[CH:16]=[CH:17][C:18]3[NH:23][C:22](=[O:24])[O:21][CH2:20][C:19]=3[CH:25]=2)=[O:26])[CH:5]=[CH:6][C:7]=1[CH3:8]. Procedure details: Prepared analogously to Example 2 from 6-[4-(3,4-dimethyl-phenylmercapto)-butoxy]-4H-3,1-benzoxazin-2-one and hydrogen peroxide.